From a dataset of the Open Reaction Database (ORD), a public repository of structured organic reaction records. describe an organic reaction: reactants, conditions, products, and yield Reactants: C(C)(C)(C)OC(CN1C(=NC2=C1C=CC(=C2)N(C(=O)C2CCCCC2)CC2=CC=CC=C2)CCC)=O ([5-(Benzyl-cyclohexanecarbonyl-amino)-2-propyl-benzoimidazol-1-yl]-acetic acid tert-butyl ester), C(=O)(C(F)(F)F)O (TFA). Product: C(C1=CC=CC=C1)N(C1=CC2=C(N(C(=N2)CCC)CC(=O)O)C=C1)C(=O)C1CCCCC1 ([5-(Benzyl-cyclohexanecarbonyl-amino)-2-propyl-benzoimidazol 1-yl]-acetic acid). Reaction SMILES: C([O:5][C:6](=[O:36])[CH2:7][N:8]1[C:12]2[CH:13]=[CH:14][C:15]([N:17]([CH2:26][C:27]3[CH:32]=[CH:31][CH:30]=[CH:29][CH:28]=3)[C:18]([CH:20]3[CH2:25][CH2:24][CH2:23][CH2:22][CH2:21]3)=[O:19])=[CH:16][C:11]=2[N:10]=[C:9]1[CH2:33][CH2:34][CH3:35])(C)(C)C.C(O)(C(F)(F)F)=O>>[CH2:26]([N:17]([C:18]([CH:20]1[CH2:25][CH2:24][CH2:23][CH2:22][CH2:21]1)=[O:19])[C:15]1[CH:14]=[CH:13][C:12]2[N:8]([CH2:7][C:6]([OH:36])=[O:5])[C:9]([CH2:33][CH2:34][CH3:35])=[N:10][C:11]=2[CH:16]=1)[C:27]1[CH:32]=[CH:31][CH:30]=[CH:29][CH:28]=1. Procedure: [5-(Benzyl-cyclohexanecarbonyl-amino)-2-propyl-benzoimidazol-1-yl]-acetic acid tert-butyl ester (0.12 mmol) was treated with TFA (2 mL) for 2 hours, concentrated, and purified by preparative LCMS to give the title compound. 1H NMR (d6-DMSO) δ7.50 (d, 1H), 7.21 (m, 6H), 6.95 (m, 1H), 5.09 (s, 2H), 4.86 (s, 2H), 2.72 (t, 2H), 2.18 (m, 1H), 1.60 (m, 9H), 1.10 (m, 1H), 0.99 (t, 3H), 0.85 (m, 2H). MS calculated for C26H31N3O3+H: 434, observed: 434. The reactants are solid, Cl.Cl.Cl.O1CCC=2C(=NC=CC21)N2CCN(CC2)CC[C@@H]2CC[C@H](CC2)N (trans-4-{2-[4-(2,3-dihydrofuro[3,2-c]pyridin-4-yl)-piperazin-1-yl]-ethyl}-cyclohexanamine trihydrochloride), Cl.Cl.Cl.O1CCC=2C(=NC=CC21)N2CCN(CC2)CC[C@@H]2CC[C@H](CC2)N (trans-4-{2-[4-(2,3-dihydrofuro[3,2-c]pyridin-4-yl)-piperazin-1-yl]-ethyl}-cyclohexanamine trihydrochloride), COC(CC(=O)O)C ((RS)-3-methoxybutanoic acid). Product: O1CCC=2C(=NC=CC21)N2CCN(CC2)CC[C@@H]2CC[C@H](CC2)NC(CC(C)OC)=O (trans-N-(4-{2-[4-(2,3-Dihydro-furo[3,2-c]pyridin-4-yl)-piperazin-1-yl]-ethyl}-cyclohexyl)-3-methoxy-butyramide). Reaction SMILES: Cl.Cl.Cl.[O:4]1[C:12]2[CH:11]=[CH:10][N:9]=[C:8]([N:13]3[CH2:18][CH2:17][N:16]([CH2:19][CH2:20][C@H:21]4[CH2:26][CH2:25][C@H:24]([NH2:27])[CH2:23][CH2:22]4)[CH2:15][CH2:14]3)[C:7]=2[CH2:6][CH2:5]1.[CH3:28][O:29][CH:30]([CH3:35])[CH2:31][C:32](O)=[O:33]>>[O:4]1[C:12]2[CH:11]=[CH:10][N:9]=[C:8]([N:13]3[CH2:18][CH2:17][N:16]([CH2:19][CH2:20][C@H:21]4[CH2:26][CH2:25][C@H:24]([NH:27][C:32](=[O:33])[CH2:31][CH:30]([O:29][CH3:28])[CH3:35])[CH2:23][CH2:22]4)[CH2:15][CH2:14]3)[C:7]=2[CH2:6][CH2:5]1 |f:0.1.2.3|. Procedure: The title compound, white solid (54 mg, 50%), MS (ISP) m/z=431.5 [(M+H)+], mp 167° C., was prepared in accordance with the general method of example 32 from trans-4-{2-[4-(2,3-dihydrofuro[3,2-c]pyridin-4-yl)-piperazin-1-yl]-ethyl}-cyclohexanamine trihydrochloride (intermediate C) (110 mg, 0.25 mmol) and (RS)-3-methoxybutanoic acid. Reactants: C(C(=C)C)(=O)N (methacrylamide), [OH-].[Na+] (NaOH), ClC(=O)OCC (ethyl chloroformate), Cl (hydrochloric acid). Run in O1CCOCC1 (dioxane), O1CCOCC1 (dioxane), O (water). Conditions: time 1 hour. The product is C(C(=C)C)(=O)NC(OCC)=O (ethyl N-methacryloylcarbamate). Yield: 18.2%. RXN SMILES: [C:1]([NH2:6])(=[O:5])[C:2]([CH3:4])=[CH2:3].[OH-].[Na+].Cl[C:10]([O:12][CH2:13][CH3:14])=[O:11].Cl>O1CCOCC1.O>[C:1]([NH:6][C:10](=[O:11])[O:12][CH2:13][CH3:14])(=[O:5])[C:2]([CH3:4])=[CH2:3] |f:1.2|. Reported procedure: In 41 g of dioxane, 2.5 g of methacrylamide and 1.18 g of NaOH were dissolved and the solution was stirred for 1.0 hour at the temperature of 25° to 27° C. Then, 4.0 g of ethyl chloroformate was dissolved in 10 g of dioxane and the solution was added to the reaction mixture at once. After stirring the solution for 15 minutes, water was added thereto and the solution was neutralized by adding conc. hydrochloric acid and filtered. The filtrate was extracted with chloroform and the extract was evap... Starting materials: C1CCOC1, CI, [K+], [OH-], Oc1cccc2cccnc12. The product is COc1cccc2cccnc12. As a reaction SMILES: [CH2:16]1[O:17][CH2:18][CH2:19][CH2:20]1.[CH3:14][I:15].[K+:2].[OH-:1].[OH:3][c:4]1[cH:5][cH:6][cH:7][c:8]2[cH:9][cH:10][cH:11][n:12][c:13]12>>[O:3]([c:4]1[cH:5][cH:6][cH:7][c:8]2[cH:9][cH:10][cH:11][n:12][c:13]12)[CH3:14]. Reactants: C(C)(C)(C)C1=CC=C(C=C1)S(=O)(=O)Cl (4-t-butylbenzene-1-sulfonyl chloride), FC(C)(F)C1=NN(C(=C1)N)C1=C2C=CC=NC2=CC=C1 (3-(1,1-difluoroethyl)-1-(quinolin-5-yl)-1H-pyrazol-5-amine), Cl (hydrochloric acid), [OH-].[Li+] (lithium hydroxide), [OH-].[Na+] (sodium hydroxide). Reagents/catalysts: CN(C)C=1C=CN=CC1 (DMAP). Run in N1=CC=CC=C1 (pyridine). Run at temperature 85 celsius. The product is C(C)(C)(C)C1=CC=C(C=C1)S(=O)(=O)NC1=CC(=NN1C1=C2C=CC=NC2=CC=C1)C(C)(F)F (4-t-butyl-N-(3-(1,1-difluoroethyl)-1-(quinolin-5-yl)-1H-pyrazol-5-yl)benzenesulfonamide). The yield is 53.1%. As a reaction SMILES: [C:1]([C:5]1[CH:10]=[CH:9][C:8]([S:11](Cl)(=[O:13])=[O:12])=[CH:7][CH:6]=1)([CH3:4])([CH3:3])[CH3:2].[F:15][C:16]([C:19]1[CH:23]=[C:22]([NH2:24])[N:21]([C:25]2[CH:34]=[CH:33][CH:32]=[C:31]3[C:26]=2[CH:27]=[CH:28][CH:29]=[N:30]3)[N:20]=1)([F:18])[CH3:17].[OH-].[Li+].[OH-].[Na+].Cl>CN(C1C=CN=CC=1)C.N1C=CC=CC=1>[C:1]([C:5]1[CH:10]=[CH:9][C:8]([S:11]([NH:24][C:22]2[N:21]([C:25]3[CH:34]=[CH:33][CH:32]=[C:31]4[C:26]=3[CH:27]=[CH:28][CH:29]=[N:30]4)[N:20]=[C:19]([C:16]([F:18])([F:15])[CH3:17])[CH:23]=2)(=[O:13])=[O:12])=[CH:7][CH:6]=1)([CH3:4])([CH3:3])[CH3:2] |f:2.3,4.5|. Procedure: A mixture of 4-t-butylbenzene-1-sulfonyl chloride (0.080 g, 0.34 mmol), 3-(1,1-difluoroethyl)-1-(quinolin-5-yl)-1H-pyrazol-5-amine (0.045 g, 0.16 mmol), and DMAP (0.020 g, 0.16 mmol) in pyridine (1 mL) was heated at 85° C. for 5 h with stirring. After cooling to room temperature, 1 M aqueous lithium hydroxide (1 mL) and 1 M aqueous sodium hydroxide (1 mL) were added to the reaction mixture. The resulting mixture was heated at 75° C. for 1.5 h. After cooling to room temperature, the reaction mixt... The reactants are CC1(C)CC=C(c2nc(C3CCN(C(=O)OC(C)(C)C)CC3)ccc2N)CC1, C[Si](C)(C)CCOCn1cc(C#N)nc1C(=O)[O-], CCN(C(C)C)C(C)C, ClCCl, [K+]. Yields the product CC1(C)CC=C(c2nc(C3CCN(C(=O)OC(C)(C)C)CC3)ccc2NC(=O)c2nc(C#N)cn2COCC[Si](C)(C)C)CC1. As a reaction SMILES: [C:1]([CH3:2])([CH3:3])([CH3:4])[O:5][C:6](=[O:7])[N:8]1[CH2:9][CH2:10][CH:11]([c:14]2[n:15][c:16]([C:21]3=[CH:22][CH2:23][C:24]([CH3:27])([CH3:28])[CH2:25][CH2:26]3)[c:17]([NH2:20])[cH:18][cH:19]2)[CH2:12][CH2:13]1.[C:30](#[N:31])[c:32]1[n:33][c:34]([C:45](=[O:46])[O-:47])[n:35]([CH2:37][O:38][CH2:39][CH2:40][Si:41]([CH3:42])([CH3:43])[CH3:44])[cH:36]1.[CH:48]([N:49]([CH2:50][CH3:51])[CH:52]([CH3:53])[CH3:54])([CH3:55])[CH3:56].[Cl:57][CH2:58][Cl:59].[K+:29]>>[C:1]([CH3:2])([CH3:3])([CH3:4])[O:5][C:6](=[O:7])[N:8]1[CH2:9][CH2:10][CH:11]([c:14]2[n:15][c:16]([C:21]3=[CH:22][CH2:23][C:24]([CH3:27])([CH3:28])[CH2:25][CH2:26]3)[c:17]([NH:20][C:45]([c:34]3[n:33][c:32]([C:30]#[N:31])[cH:36][n:35]3[CH2:37][O:38][CH2:39][CH2:40][Si:41]([CH3:42])([CH3:43])[CH3:44])=[O:46])[cH:18][cH:19]2)[CH2:12][CH2:13]1. The reactants are CCN(CC)S(F)(F)F, ClCCl, Nc1nc(N)c(-c2cccc(Cl)c2Cl)c(CO)n1. The product is Nc1nc(N)c(-c2cccc(Cl)c2Cl)c(CF)n1. Reaction SMILES: [CH2:19]([N:20]([S:21]([F:22])([F:23])[F:25])[CH2:24][CH3:26])[CH3:27].[Cl:28][CH2:29][Cl:30].[NH2:1][c:2]1[n:3][c:4]([CH2:17][OH:18])[c:5](-[c:9]2[c:10]([Cl:16])[c:11]([Cl:15])[cH:12][cH:13][cH:14]2)[c:6]([NH2:8])[n:7]1>>[NH2:1][c:2]1[n:3][c:4]([CH2:17][F:25])[c:5](-[c:9]2[c:10]([Cl:16])[c:11]([Cl:15])[cH:12][cH:13][cH:14]2)[c:6]([NH2:8])[n:7]1.